From a dataset of the Open Reaction Database (ORD), a public repository of structured organic reaction records. describe an organic reaction: reactants, conditions, products, and yield Reactants: Cl.N1(N=CN=C1)CC(=O)O (2-(1H-1,2,4-triazol-1-yl)acetic acid hydrochloride), N1(N=CN=C1)CC(=O)N1[C@@H](CN(CC1)C(=O)OCC1=CC=CC=C1)C(NC1=CC=C(C=C1)OC1=CC=C(C=C1)F)=O ((S)-benzyl 4-(2-(1H-1,2,4-triazol-1-yl)acetyl)-3-(4-(4-fluorophenoxy)phenylcarbamoyl)piperazine-1-carboxylate). Yields the product Compound 261, N1(N=CN=C1)CC(=O)N1[C@@H](CN(CC1)CC1=CC=CC=C1)C(=O)NC1=CC=C(C=C1)OC1=CC=C(C=C1)F ((S)-1-(2-(1H-1,2,4-triazol-1-yl)acetyl)-4-benzyl-N-(4-(4-fluorophenoxy)phenyl)piperazine-2-carboxamide). Yield: 19.0%. Reaction SMILES: Cl.N1([CH2:7][C:8](O)=O)C=NC=N1.[N:11]1([CH2:16][C:17]([N:19]2[CH2:24][CH2:23][N:22]([C:25](OCC3C=CC=CC=3)=O)[CH2:21][C@H:20]2[C:35](=[O:51])[NH:36][C:37]2[CH:42]=[CH:41][C:40]([O:43][C:44]3[CH:49]=[CH:48][C:47]([F:50])=[CH:46][CH:45]=3)=[CH:39][CH:38]=2)=[O:18])[CH:15]=[N:14][CH:13]=[N:12]1>>[N:11]1([CH2:16][C:17]([N:19]2[CH2:24][CH2:23][N:22]([CH2:25][C:8]3[CH:7]=[CH:39][CH:38]=[CH:37][CH:42]=3)[CH2:21][C@H:20]2[C:35]([NH:36][C:37]2[CH:42]=[CH:41][C:40]([O:43][C:44]3[CH:49]=[CH:48][C:47]([F:50])=[CH:46][CH:45]=3)=[CH:39][CH:38]=2)=[O:51])=[O:18])[CH:15]=[N:14][CH:13]=[N:12]1 |f:0.1|. Procedure: Proceeding as in Examples 11 and 12, but substituting 2-(1H-1,2,4-triazol-1-yl)acetic acid hydrochloride and (S)-benzyl 4-(2-(1H-1,2,4-triazol-1-yl)acetyl)-3-(4-(4-fluorophenoxy)phenylcarbamoyl)piperazine-1-carboxylate, respectively, gave Compound 261, (S)-1-(2-(1H-1,2,4-triazol-1-yl)acetyl)-4-benzyl-N-(4-(4-fluorophenoxy)phenyl)piperazine-2-carboxamide (67.9 mg, 19%). Major isomer: 1H-NMR (400 MHz, DMSO-D6): σ 9.83 (s, 1H), 8.45 (s, 1H), 7.96 (s, 1H), 7.51 (d, 2H), 7.28-7.13 (m, 7H), 7.06-6.98 ... Reactants: O=C([O-])[O-], CN(C)C=O, CO, FC(F)(F)c1ccc(C=Cc2nc(CCl)co2)cc1, [K+], [K+], O, Oc1ccc(CCCCn2ccnn2)cc1. The product is FC(F)(F)c1ccc(C=Cc2nc(COc3ccc(CCCCn4ccnn4)cc3)co2)cc1. RXN SMILES: [C:36](=[O:37])([O-:38])[O-:39].[CH3:43][N:44]([CH3:45])[CH:46]=[O:47].[CH3:48][OH:49].[Cl:17][CH2:18][c:19]1[n:20][c:21]([CH:24]=[CH:25][c:26]2[cH:27][cH:28][c:29]([C:32]([F:33])([F:34])[F:35])[cH:30][cH:31]2)[o:22][cH:23]1.[K+:40].[K+:41].[OH2:42].[n:1]1([CH2:6][CH2:7][CH2:8][CH2:9][c:10]2[cH:11][cH:12][c:13]([OH:16])[cH:14][cH:15]2)[n:2][n:3][cH:4][cH:5]1>>[n:1]1([CH2:6][CH2:7][CH2:8][CH2:9][c:10]2[cH:11][cH:12][c:13]([O:16][CH2:18][c:19]3[n:20][c:21]([CH:24]=[CH:25][c:26]4[cH:27][cH:28][c:29]([C:32]([F:33])([F:34])[F:35])[cH:30][cH:31]4)[o:22][cH:23]3)[cH:14][cH:15]2)[n:2][n:3][cH:4][cH:5]1. The reactants are Cc1cccc(C)c1NC(=O)CN1CCN(CC(O)COc2ccc3oc(-c4cccc(C(F)(F)F)c4)nc3c2)CC1, c1cnc2ccc(OCC3CO3)cc2c1. The product is Cc1cccc(C)c1NC(=O)CN1CCN(CC(O)COc2ccc3ncccc3c2)CC1. As a reaction SMILES: [CH3:1][c:2]1[c:3]([NH:9][C:10]([CH2:11][N:12]2[CH2:13][CH2:14][N:15]([CH2:18][CH:19]([CH2:20][O:21][c:22]3[cH:23][cH:24][c:25]4[o:26][c:27](-[c:28]5[cH:29][cH:30][cH:31][c:32]([C:33]([F:34])([F:35])[F:36])[cH:37]5)[n:38][c:39]4[cH:40]3)[OH:41])[CH2:16][CH2:17]2)=[O:42])[c:4]([CH3:8])[cH:5][cH:6][cH:7]1.[O:43]1[CH2:44][CH:45]1[CH2:46][O:47][c:48]1[cH:49][c:50]2[cH:51][cH:52][cH:53][n:54][c:55]2[cH:56][cH:57]1>>[CH3:1][c:2]1[c:3]([NH:9][C:10]([CH2:11][N:12]2[CH2:13][CH2:14][N:15]([CH2:18][CH:19]([CH2:20][O:21][c:48]3[cH:49][c:50]4[cH:51][cH:52][cH:53][n:54][c:55]4[cH:56][cH:57]3)[OH:41])[CH2:16][CH2:17]2)=[O:42])[c:4]([CH3:8])[cH:5][cH:6][cH:7]1.